describe an organic reaction: reactants, conditions, products, and yield From a dataset of the Open Reaction Database (ORD), a public repository of structured organic reaction records. Starting materials: C(C1=CC=CC=C1)[C@H]1COC[C@@H](C(O[C@H]([C@@H]1OCCC(C)O)C)=O)NC(OC(C)(C)C)=O (tert-butyl ((3S,7S,8R,9S)-7-benzyl-8-(3-hydroxybutoxy)-9-methyl-2-oxo-1,5-dioxonan-3-yl)carbamate), CN(C)C1=CC=CC2=C1C(=CC=C2)N(C)C (proton sponge), F[B-](F)(F)F.C[O+](C)C (trimethyloxonium tetrafluoroborate), C(=O)(O)[O-].[Na+] (NaHCO3). The solvent is C(Cl)Cl (CH2Cl2). Run at time 1 hour. Product: C(C1=CC=CC=C1)[C@H]1COC[C@@H](C(O[C@H]([C@@H]1OCCC(C)OC)C)=O)NC(OC(C)(C)C)=O (tert-butyl ((3S,7S,8R,9S)-7-benzyl-8-(3-methoxybutoxy)-9-methyl-2-oxo-1,5-dioxonan-3-yl)carbamate). Yield: 84.7%. RXN SMILES: [CH2:1]([C@@H:8]1[C@@H:16]([O:17][CH2:18][CH2:19][CH:20]([OH:22])[CH3:21])[C@H:15]([CH3:23])[O:14][C:13](=[O:24])[C@@H:12]([NH:25][C:26](=[O:32])[O:27][C:28]([CH3:31])([CH3:30])[CH3:29])[CH2:11][O:10][CH2:9]1)[C:2]1[CH:7]=[CH:6][CH:5]=[CH:4][CH:3]=1.[CH3:33]N(C1C2C(N(C)C)=CC=CC=2C=CC=1)C.F[B-](F)(F)F.C[O+](C)C.C([O-])(O)=O.[Na+]>C(Cl)Cl>[CH2:1]([C@@H:8]1[C@@H:16]([O:17][CH2:18][CH2:19][CH:20]([O:22][CH3:33])[CH3:21])[C@H:15]([CH3:23])[O:14][C:13](=[O:24])[C@@H:12]([NH:25][C:26](=[O:32])[O:27][C:28]([CH3:30])([CH3:29])[CH3:31])[CH2:11][O:10][CH2:9]1)[C:2]1[CH:3]=[CH:4][CH:5]=[CH:6][CH:7]=1 |f:2.3,4.5|. Procedure: To a solution of tert-butyl ((3S,7S,8R,9S)-7-benzyl-8-(3-hydroxybutoxy)-9-methyl-2-oxo-1,5-dioxonan-3-yl)carbamate (82 mg, 0.18 mmol, 1.00 equiv) in CH2Cl2 (1.8 mL) were added proton sponge (156 mg, 0.726 mmol, 4.00 equiv) and trimethyloxonium tetrafluoroborate (54 mg, 0.36 mmol, 2.0 equiv). The resulting suspension was stirred at room temperature for 1 h, poured into ½ sat'd NaHCO3 solution (20 mL), and extracted with CH2Cl2 (3×20 mL). The combined organic extracts were dried over Na2SO4, filte... Reactants: C(Cl)(Cl)Cl (chloroform), C(C)O (ethanol), [H-].[H-].[H-].[H-].[Li+].[Al+3] (LiAlH4), C(C1=CC=CC=C1)OC1=CC=C(O[C@H]2[C@H](CC3=CC=CC=C23)NC(=O)OC(C)(C)C)C=C1 ((±) cis-1-(4-benzyloxyphenoxy)-2-tert-butoxycarbonylaminoindane), O1CCCC1 (tetrahydrofuran). Product: Cl.C(C1=CC=CC=C1)OC1=CC=C(O[C@H]2[C@H](CC3=CC=CC=C23)NC)C=C1 ((±)cis-1-(4-Benzyloxyphenoxy)-2-Methylaminoindane Hydrochloride), oil. RXN SMILES: [H-].[H-].[H-].[H-].[Li+].[Al+3].[CH2:7]([O:14][C:15]1[CH:38]=[CH:37][C:18]([O:19][C@@H:20]2[C:28]3[C:23](=[CH:24][CH:25]=[CH:26][CH:27]=3)[CH2:22][C@@H:21]2[NH:29][C:30](OC(C)(C)C)=O)=[CH:17][CH:16]=1)[C:8]1[CH:13]=[CH:12][CH:11]=[CH:10][CH:9]=1.O1CCCC1.C(O)C.C(Cl)(Cl)[Cl:48]>>[ClH:48].[CH2:7]([O:14][C:15]1[CH:38]=[CH:37][C:18]([O:19][C@@H:20]2[C:28]3[C:23](=[CH:24][CH:25]=[CH:26][CH:27]=3)[CH2:22][C@@H:21]2[NH:29][CH3:30])=[CH:17][CH:16]=1)[C:8]1[CH:9]=[CH:10][CH:11]=[CH:12][CH:13]=1 |f:0.1.2.3.4.5,10.11|. Procedure: The title compound was prepared in a similar manner to Example 12 from LiAlH4 (760 mg, 20 mmol), (±) cis-1-(4-benzyloxyphenoxy)-2-tert-butoxycarbonylaminoindane (1 g, 2.3 mmol) and tetrahydrofuran (50 ml). After a reaction time of 4 h the reaction was worked up as previously described and subjected to column chromatography on silica gel eluting with 5% ethanol in chloroform to afford a pale yellow oil (765 mg) which was converted to the HCl salt and crystallised to afford the title compound as a... Starting materials: FC(C1CNCC1)(F)F (3-trifluoromethyl-pyrrolidine), Cl (HCl), CCN(C(C)C)C(C)C (DIPEA), FC([C@@H]1CC[C@H](CC1)NC(C1=C(C=C(C(=C1)[N+](=O)[O-])NC)F)=O)(F)F (N-(trans-4-trifluoromethyl-cyclohexyl)-2-fluoro-4-methylamino-5-nitro-benzoic acid amide). The solvent is CC#N (MeCN), O (water). Conditions: time 4.5 hour. The product is FC([C@@H]1CC[C@H](CC1)NC(C1=C(C=C(C(=C1)[N+](=O)[O-])NC)N1CC(CC1)C(F)(F)F)=O)(F)F (N-(trans-4-Trifluoromethyl-cyclohexyl)-2-[3-trifluoromethyl-pyrrolidinyl]-4-methylamino-5-nitro-benzoic acid amide). RXN SMILES: [F:1][C:2]([F:9])([F:8])[CH:3]1[CH2:7][CH2:6][NH:5][CH2:4]1.Cl.CCN(C(C)C)C(C)C.[F:20][C:21]([F:44])([F:43])[C@H:22]1[CH2:27][CH2:26][C@H:25]([NH:28][C:29](=[O:42])[C:30]2[CH:35]=[C:34]([N+:36]([O-:38])=[O:37])[C:33]([NH:39][CH3:40])=[CH:32][C:31]=2F)[CH2:24][CH2:23]1>O.CC#N>[F:20][C:21]([F:43])([F:44])[C@H:22]1[CH2:27][CH2:26][C@H:25]([NH:28][C:29](=[O:42])[C:30]2[CH:35]=[C:34]([N+:36]([O-:38])=[O:37])[C:33]([NH:39][CH3:40])=[CH:32][C:31]=2[N:5]2[CH2:6][CH2:7][CH:3]([C:2]([F:9])([F:8])[F:1])[CH2:4]2)[CH2:24][CH2:23]1. Procedure: A mixture of 3-trifluoromethyl-pyrrolidine×HCl (53 mg, 0.30 mmol), DIPEA (0.40 ml, 2.4 mmol), N-(trans-4-trifluoromethyl-cyclohexyl)-2-fluoro-4-methylamino-5-nitro-benzoic acid amide (100 mg, 0.28 mmol) and MeCN (2 mL) is stirred for 4.5 h at reflux. Then the mixture is diluted with water and the formed precipitate is filtered, washed with water and dried Reactants: Cc1nc(Cl)c2ccc(Br)cc2n1, C1CCNC1. Product: Cc1nc(N2CCCC2)c2ccc(Br)cc2n1. Reaction SMILES: [Br:1][c:2]1[cH:3][cH:4][c:5]2[c:6]([Cl:13])[n:7][c:8]([CH3:12])[n:9][c:10]2[cH:11]1.[CH2:14]1[CH2:15][CH2:16][NH:17][CH2:18]1>>[Br:1][c:2]1[cH:3][cH:4][c:5]2[c:6]([N:17]3[CH2:16][CH2:15][CH2:14][CH2:18]3)[n:7][c:8]([CH3:12])[n:9][c:10]2[cH:11]1. Starting materials: COC(=O)C1=CC(=NC(=C1)N[C@@H](C)CC)C(=O)OCC ((S)-6-sec-butylaminopyridine-2,4-dicarboxylic acid 2-ethyl ester 4-methyl ester), Cl (HCl). The solvent is C1CCOC1 (THF), [OH-].[Li+] (lithium hydroxide). Reaction conditions: time 2 hour. Yields the product CCOC(=O)C1=NC(=CC(=C1)C(=O)O)N[C@@H](C)CC ((S)-6-sec-Butylaminopyridine-2,4-dicarboxylic acid 2-ethyl ester). RXN SMILES: C[O:2][C:3]([C:5]1[CH:10]=[C:9]([NH:11][C@H:12]([CH2:14][CH3:15])[CH3:13])[N:8]=[C:7]([C:16]([O:18][CH2:19][CH3:20])=[O:17])[CH:6]=1)=[O:4].Cl>C1COCC1.[OH-].[Li+]>[CH3:20][CH2:19][O:18][C:16]([C:7]1[CH:6]=[C:5]([C:3]([OH:4])=[O:2])[CH:10]=[C:9]([NH:11][C@H:12]([CH2:14][CH3:15])[CH3:13])[N:8]=1)=[O:17] |f:3.4|. Procedure: Dissolve (S)-6-sec-butylaminopyridine-2,4-dicarboxylic acid 2-ethyl ester 4-methyl ester (990 mg, 3.5 mmol) in THF (35 mL) and dropwise add 1 N lithium hydroxide solution (3.5 mL). Stir at room temperature for 2 h and acidify the mixture to about pH=4 by 5 N HCl and concentrate to near dryness. Dilute with ethyl acetate (20 mL) and wash the organic layer with saturated sodium chloride solution, dry (magnesium sulfate) and concentrate to give a 2:1 ratio of crude title compound to starting materi... Reactants: [H-].[Na+] (NaH), C(C)OC(=O)C1=C(SC=C1C1=CC(=CC(=C1)C)C)NC(CC#N)=O (2-(2-cyano-acetylamino)-4-(3,5-dimethyl-phenyl)-thiophene-3-carboxylic acid ethyl ester), C(C)(C)[N-]C(C)C.[Li+] (LDA), C(C)(C)[N-]C(C)C.[Li+] (Lithium diisopropylamide). Run in C1CCOC1 (THF), C1CCOC1 (THF). Yields the product CC=1C=C(C=C(C1)C)C1=CSC=2NC(C(=C(C21)O)C#N)=O (3-(3,5-dimethylphenyl)-4-hydroxy-6-oxo-6,7-dihydrothieno[2,3-b]pyridine-5-carbonitrile). As a reaction SMILES: [H-].[Na+].C([N-]C(C)C)(C)C.[Li+].C([O:13][C:14]([C:16]1[C:20]([C:21]2[CH:26]=[C:25]([CH3:27])[CH:24]=[C:23]([CH3:28])[CH:22]=2)=[CH:19][S:18][C:17]=1[NH:29][C:30](=[O:34])[CH2:31][C:32]#[N:33])=O)C>C1COCC1>[CH3:27][C:25]1[CH:26]=[C:21]([C:20]2[C:16]3[C:14]([OH:13])=[C:31]([C:32]#[N:33])[C:30](=[O:34])[NH:29][C:17]=3[S:18][CH:19]=2)[CH:22]=[C:23]([CH3:28])[CH:24]=1 |f:0.1,2.3|. Reported procedure: To a suspension of either NaH (60% suspension in mineral oil, pre washed with hexanes, 0.25 g, 6.2 mmol) held at room temperature or Lithium diisopropylamide (LDA, 2M solution in THF, 11.3 mmol, 5.6 mL) held at −78° C. in THF (30 mL) was added a solution of 2-(2-cyano-acetylamino)-4-(3,5-dimethyl-phenyl)-thiophene-3-carboxylic acid ethyl ester (0.968 g, 2.83 mmol) in THF (15 mL) dropwise via syringe over 10 minutes. The mixture was stirred at room temperature for 5 hours (or in the case of LDA, ...